Dataset: the Open Reaction Database (ORD), a public repository of structured organic reaction records. Task: describe an organic reaction: reactants, conditions, products, and yield The reactants are C(C1=CC=CC=C1)OCC1CC(NC1)=O (4-((benzyloxy)methyl)pyrrolidin-2-one), IC1=NN(C=C1)C (3-iodo-1-methyl-1H-pyrazole), P(=O)([O-])([O-])[O-].[K+].[K+].[K+] (tripotassium phosphate), CNCCNC (N1,N2-dimethylethane-1,2-diamine). The reagents and catalysts are [Cu]I (copper(I) iodide). The solvent is C(C)(=O)OCC (ethyl acetate), [Cl-].[NH4+] (ammonium chloride), COC1CCCC1 (cyclopentyl methyl ether). Conditions: temperature 120 celsius, time 22 hour. Product: C(C1=CC=CC=C1)OCC1CC(N(C1)C1=NN(C=C1)C)=O (4-((benzyloxy)methyl)-1-(1-methyl-1H-pyrazol-3-yl)pyrrolidin-2-one). Isolated yield 94.6%. RXN SMILES: [CH2:1]([O:8][CH2:9][CH:10]1[CH2:14][NH:13][C:12](=[O:15])[CH2:11]1)[C:2]1[CH:7]=[CH:6][CH:5]=[CH:4][CH:3]=1.I[C:17]1[CH:21]=[CH:20][N:19]([CH3:22])[N:18]=1.P([O-])([O-])([O-])=O.[K+].[K+].[K+].CNCCNC>COC1CCCC1.C(OCC)(=O)C.[Cl-].[NH4+].[Cu]I>[CH2:1]([O:8][CH2:9][CH:10]1[CH2:14][N:13]([C:17]2[CH:21]=[CH:20][N:19]([CH3:22])[N:18]=2)[C:12](=[O:15])[CH2:11]1)[C:2]1[CH:3]=[CH:4][CH:5]=[CH:6][CH:7]=1 |f:2.3.4.5,9.10|. Reported procedure: To a solution of 4-((benzyloxy)methyl)pyrrolidin-2-one (836 mg), 3-iodo-1-methyl-1H-pyrazole (856 mg), copper(I) iodide (80 mg) and tripotassium phosphate (1.7 g) in cyclopentyl methyl ether (20 mL) was added N1,N2-dimethylethane-1,2-diamine (87 μL). The reaction mixture was stirred at 120° C. for 22 hr, and diluted with ethyl acetate, and saturated aqueous ammonium chloride solution was added thereto. The extract was washed with saturated brine, and dried over anhydrous sodium sulfate, and the ... The reactants are C(C)(=O)C(C(=O)OCC)CC(C1=CC=CC=C1)=O (Ethyl 2-acetyl-4-oxo-4-phenylbutanoate), C(C)(=O)[O-].[NH4+] (ammonium acetate). The solvent is C(C)(=O)O (acetic acid). Reaction conditions: temperature 80 celsius, time 18 hour. Yields the product CC=1NC(=CC1C(=O)OCC)C1=CC=CC=C1 (Ethyl 2-methyl-5-phenyl-1H-pyrrole-3-carboxylate). The yield is 45.1%. As a reaction SMILES: [C:1]([CH:4]([CH2:10][C:11](=O)[C:12]1[CH:17]=[CH:16][CH:15]=[CH:14][CH:13]=1)[C:5]([O:7][CH2:8][CH3:9])=[O:6])(=O)[CH3:2].C([O-])(=O)C.[NH4+:23]>C(O)(=O)C>[CH3:2][C:1]1[NH:23][C:11]([C:12]2[CH:17]=[CH:16][CH:15]=[CH:14][CH:13]=2)=[CH:10][C:4]=1[C:5]([O:7][CH2:8][CH3:9])=[O:6] |f:1.2|. Reported procedure: Ethyl 2-acetyl-4-oxo-4-phenylbutanoate (3.0 g) and ammonium acetate (1.39 g) were added to acetic acid (20 mL), and the mixture was stirred at 80° C. for 18 hr. The reaction mixture was concentrated under reduced pressure, and the residue was purified by silica gel column chromatography (eluent: hexane-ethyl acetate=9:1→1:1) to give the title compound as a brown solid (yield 1.25 g, 45%). Starting materials: COC(=O)C=1N(N=C2C(=CC=CC12)Br)C (7-bromo-2-methyl-2H-indazole-3-carboxylic acid methyl ester), ClC1=C(C=CC(=C1)Cl)B(O)O (2,4-dichlorophenyl boronic acid), COCCOC (ethylene glycol dimethyl ether), C(=O)([O-])[O-].[Na+].[Na+] (Na2CO3). The reagents and catalysts are [Pd].C1(=CC=CC=C1)P(C1=CC=CC=C1)C1=CC=CC=C1.C1(=CC=CC=C1)P(C1=CC=CC=C1)C1=CC=CC=C1.C1(=CC=CC=C1)P(C1=CC=CC=C1)C1=CC=CC=C1.C1(=CC=CC=C1)P(C1=CC=CC=C1)C1=CC=CC=C1 (tetrakis(triphenylphosphine) palladium(0)). The solvent is C(C)(=O)OCC (Ethyl acetate). Reaction conditions: temperature 85 celsius, time 8 hour. Product: EtOAc hexanes, COC(=O)C=1N(N=C2C(=CC=CC12)C1=C(C=C(C=C1)Cl)Cl)C (7-(2,4-dichloro-phenyl)-2-methyl-2H-indazole-3-carboxylic acid methyl ester). Isolated yield 62.2%. Reaction SMILES: [CH3:1][O:2][C:3]([C:5]1[N:6]([CH3:15])[N:7]=[C:8]2[C:13]=1[CH:12]=[CH:11][CH:10]=[C:9]2Br)=[O:4].[Cl:16][C:17]1[CH:22]=[C:21]([Cl:23])[CH:20]=[CH:19][C:18]=1B(O)O.COCCOC.C([O-])([O-])=O.[Na+].[Na+]>[Pd].C1(P(C2C=CC=CC=2)C2C=CC=CC=2)C=CC=CC=1.C1(P(C2C=CC=CC=2)C2C=CC=CC=2)C=CC=CC=1.C1(P(C2C=CC=CC=2)C2C=CC=CC=2)C=CC=CC=1.C1(P(C2C=CC=CC=2)C2C=CC=CC=2)C=CC=CC=1.C(OCC)(=O)C>[CH3:1][O:2][C:3]([C:5]1[N:6]([CH3:15])[N:7]=[C:8]2[C:13]=1[CH:12]=[CH:11][CH:10]=[C:9]2[C:20]1[CH:19]=[CH:18][C:17]([Cl:16])=[CH:22][C:21]=1[Cl:23])=[O:4] |f:3.4.5,6.7.8.9.10|. Procedure details: A mixture of 35a (0.750 g, 2.79 mmol), 2,4-dichlorophenyl boronic acid (1.06 g, 5.57 mmol), 10 mL of ethylene glycol dimethyl ether, tetrakis(triphenylphosphine) palladium(0) (0.097 g, 0.084 mmol), and 10 mL of a 2 M aqueous Na2CO3 solution was stirred at 85° C. overnight, then allowed to cool. Ethyl acetate (50 mL) was added, and the mixture was washed with 30 mL of a saturated aqueous NaCl solution, dried over MgSO4, filtered, and concentrated to a yellow oil. Column chromatography (0→10% EtOA... Starting materials: ClC(=O)OC(=C)C (isopropenyl chloroformate), CC1(C(NC2=CC(=CC=C2N1)C)=O)C (3,3,7-Trimethyl-3,4-dihydroquinoxalin-2(1H)-one), O (water). Run in N1=CC=CC=C1 (pyridine). Reaction conditions: time 6 hour. Product: C(=C)(C)OC(=O)N1C(C(NC2=CC(=CC=C12)C)=O)(C)C (4-N-(Isopropenyloxycarbonyl)-3,3,7-trimethyl-3,4-di-hydroquinoxalin-2(1H)-one). RXN SMILES: [CH3:1][C:2]1([CH3:14])[NH:11][C:10]2[C:5](=[CH:6][C:7]([CH3:12])=[CH:8][CH:9]=2)[NH:4][C:3]1=[O:13].Cl[C:16]([O:18][C:19]([CH3:21])=[CH2:20])=[O:17].O>N1C=CC=CC=1>[C:19]([O:18][C:16]([N:11]1[C:10]2[C:5](=[CH:6][C:7]([CH3:12])=[CH:8][CH:9]=2)[NH:4][C:3](=[O:13])[C:2]1([CH3:14])[CH3:1])=[O:17])([CH3:21])=[CH2:20]. Procedure: 3,3,7-Trimethyl-3,4-dihydroquinoxalin-2(1H)-one (0.4 g, 2.1 mmol) were dissolved in 10 ml of anhydrous pyridine, and the stirred solution was treated at room temperature with 0.24 ml (2.2 mmol) of isopropenyl chloroformate. The mixture was stirred for 6 hours at room temperature and treated with water, the precipitate which formed was filtered off with suction, washed with water and dried. This gave 0.4 g (69%) of colorless crystals of melting point 185° C. The reactants are C(C)(=O)N1N=C(CC1(C1=CC=CC=C1)CCCO)C1=C(C=CC(=C1)Br)F (3-[1-acetyl-3-(5-bromo-2-fluorophenyl)-5-phenyl-4,5-dihydro-1H-pyrazol-5-yl]propan-1-ol), CC(=O)OI1(C=2C=CC=CC2C(=O)O1)(OC(=O)C)OC(=O)C (Dess-Martin Periodinane). Solvent: C(Cl)Cl (DCM). Conditions: time 30 minute. The product is C(C)(=O)N1N=C(C[C@]1(C1=CC=CC=C1)CCC=O)C1=C(C=CC(=C1)Br)F (3-[(5S)-1-acetyl-3-(5-bromo-2-fluorophenyl)-5-phenyl-4,5-dihydro-1H-pyrazol-5-yl]propanal). RXN SMILES: [C:1]([N:4]1[C:8]([CH2:15][CH2:16][CH2:17][OH:18])([C:9]2[CH:14]=[CH:13][CH:12]=[CH:11][CH:10]=2)[CH2:7][C:6]([C:19]2[CH:24]=[C:23]([Br:25])[CH:22]=[CH:21][C:20]=2[F:26])=[N:5]1)(=[O:3])[CH3:2].CC(OI1(OC(C)=O)(OC(C)=O)OC(=O)C2C=CC=CC1=2)=O>C(Cl)Cl>[C:1]([N:4]1[C@:8]([CH2:15][CH2:16][CH:17]=[O:18])([C:9]2[CH:10]=[CH:11][CH:12]=[CH:13][CH:14]=2)[CH2:7][C:6]([C:19]2[CH:24]=[C:23]([Br:25])[CH:22]=[CH:21][C:20]=2[F:26])=[N:5]1)(=[O:3])[CH3:2]. Reported procedure: To a solution of 180 mg (0.429 mmol) 3-5 in 2.0 mL DCM at RT under N2 was added 218 mg (0.515 mmol) Dess-Martin Periodinane. After stirring for 30 min, the reaction was quenched by slowly adding saturated aqueous Na2SO3 solution followed by saturated aqueous NaHCO3 solution. The mixture stirred for 15 min before it was poured into EtOAc and separated. The organic phase was washed with 1:1 saturated aqueous Na2SO3-saturated aqueous NaHCO3 solution, water, brine, then dried with Na2SO4 and concent... Reactants: NC1=CC=C(C=CC(=O)OCC)C=C1 (ethyl 4-aminocinnamate), COCC(=O)O (methoxyacetic acid), Cl.C(C)N=C=NCCCN(C)C (1-ethyl-3-(3-dimethylaminopropyl)carbodiimide hydrochloride), ON1N=NC2=C1C=CC=C2 (1-hydroxybenzotriazole). The solvent is CN(C=O)C (N,N-dimethylformamide), O (water). Conditions: time 1 hour. Product: COCC(=O)NC1=CC=C(C=CC(=O)OCC)C=C1 (ethyl 4-(methoxyacetamido)cinnamate). Reaction SMILES: [NH2:1][C:2]1[CH:14]=[CH:13][C:5]([CH:6]=[CH:7][C:8]([O:10][CH2:11][CH3:12])=[O:9])=[CH:4][CH:3]=1.[CH3:15][O:16][CH2:17][C:18](O)=[O:19].Cl.C(N=C=NCCCN(C)C)C.ON1C2C=CC=CC=2N=N1>CN(C)C=O.O>[CH3:15][O:16][CH2:17][C:18]([NH:1][C:2]1[CH:3]=[CH:4][C:5]([CH:6]=[CH:7][C:8]([O:10][CH2:11][CH3:12])=[O:9])=[CH:13][CH:14]=1)=[O:19] |f:2.3|. Procedure: To a solution of ethyl 4-aminocinnamate (2.00 g) and methoxyacetic acid (1.04 ml) in N,N-dimethylformamide (20 ml) were added 1-ethyl-3-(3-dimethylaminopropyl)carbodiimide hydrochloride (2.61 g) and 1-hydroxybenzotriazole (2.12 g) at ambient temperature, and the mixture was stirred for 1 hour at the same temperature. The reaction mixture was poured into water, and extracted with dichloromethane. The organic layer was washed with aqueous sodium bicarbonate solution and water, dried over magnesium...